Dataset: the Open Reaction Database (ORD), a public repository of structured organic reaction records. Task: describe an organic reaction: reactants, conditions, products, and yield Reactants: Cc1noc(N)c1Br, C1CCOC1, [H-], [Na+], O=P(Cl)(c1ccccc1)c1ccccc1. The product is Cc1noc(NP(=O)(c2ccccc2)c2ccccc2)c1Br. As a reaction SMILES: [Br:1][c:2]1[c:3]([CH3:8])[n:4][o:5][c:6]1[NH2:7].[CH2:26]1[O:27][CH2:28][CH2:29][CH2:30]1.[H-:10].[Na+:9].[c:11]1([P:17](=[O:18])([c:19]2[cH:20][cH:21][cH:22][cH:23][cH:24]2)[Cl:25])[cH:12][cH:13][cH:14][cH:15][cH:16]1>>[Br:1][c:2]1[c:3]([CH3:8])[n:4][o:5][c:6]1[NH:7][P:17]([c:11]1[cH:12][cH:13][cH:14][cH:15][cH:16]1)(=[O:18])[c:19]1[cH:20][cH:21][cH:22][cH:23][cH:24]1. Reactants: ClC1=C(C=C(C(=C1)Cl)O)N1N=NN(C1=O)CCC (1-(2,4-dichloro-5-hydroxyphenyl)-1,4-dihydro-4-propyl-5H-tetrazol-5-one), CC1=CC=C(C=C1)S(=O)(=O)O (4-methylphenylsulfonic acid), O1CCC=C1 (dihydrofuran), O1CCC=C1 (dihydrofuran), N (ammonia). The solvent is O1CCOCC1 (p-dioxane), O1CCOCC1 (p-dioxane), CO (methanol). Run at time 18 hour. The product is ClC1=C(C=C(C(=C1)Cl)OC1OCCC1)N1N=NN(C1=O)CCC (1-[2,4-dichloro-5-(2-tetrahydrofuranyloxy)phenyl]-1,4-dihydro-4-propyl-5H-tetrazol-5-one). The yield is 46.1%. As a reaction SMILES: [Cl:1][C:2]1[CH:7]=[C:6]([Cl:8])[C:5]([OH:9])=[CH:4][C:3]=1[N:10]1[C:14](=[O:15])[N:13]([CH2:16][CH2:17][CH3:18])[N:12]=[N:11]1.CC1C=CC(S(O)(=O)=O)=CC=1.[O:30]1[CH:34]=[CH:33][CH2:32][CH2:31]1.N>O1CCOCC1.CO>[Cl:1][C:2]1[CH:7]=[C:6]([Cl:8])[C:5]([O:9][CH:31]2[CH2:32][CH2:33][CH2:34][O:30]2)=[CH:4][C:3]=1[N:10]1[C:14](=[O:15])[N:13]([CH2:16][CH2:17][CH3:18])[N:12]=[N:11]1. Procedure: To a stirred solution of 1.0 g (0.0035 mole) of 1-(2,4-dichloro-5-hydroxyphenyl)-1,4-dihydro-4-propyl-5H-tetrazol-5-one (Example 10, Step A) and 0.05 g (0.00026 mole) of 4-methylphenylsulfonic acid in 40 mL of p-dioxane was added slowly 0.88 g (0.0126 mole) of dihydrofuran in 20 mL of p-dioxane. The mixture was stirred at room temperature for approximately 18 hours, and an additional 0.88 g of dihydrofuran was added. The mixture was stirred at room temperature for an additional 48 hours. One mL ... Starting materials: CCOC(C)=O, ClCCl, CC(C)C(CO)NC(=O)C(CC(=O)N1CCOCC1)c1ccc(F)cc1. The product is CC(C)C(C=O)NC(=O)C(CC(=O)N1CCOCC1)c1ccc(F)cc1. Reaction SMILES: [CH3:30][CH2:31][O:32][C:33]([CH3:34])=[O:35].[Cl:27][CH2:28][Cl:29].[F:1][c:2]1[cH:3][cH:4][c:5]([CH:8]([C:9](=[O:10])[NH:11][CH:12]([CH:13]([CH3:14])[CH3:15])[CH2:16][OH:17])[CH2:18][C:19](=[O:20])[N:21]2[CH2:22][CH2:23][O:24][CH2:25][CH2:26]2)[cH:6][cH:7]1>>[F:1][c:2]1[cH:3][cH:4][c:5]([CH:8]([C:9](=[O:10])[NH:11][CH:12]([CH:13]([CH3:14])[CH3:15])[CH:16]=[O:17])[CH2:18][C:19](=[O:20])[N:21]2[CH2:22][CH2:23][O:24][CH2:25][CH2:26]2)[cH:6][cH:7]1. Starting materials: CC(=O)OC(C)=O, O=C(O)CCC(F)(F)C(=O)O. Yields the product O=C1CCC(F)(F)C(=O)O1. Reaction SMILES: [CH3:12][C:13]([O:14][C:15](=[O:16])[CH3:17])=[O:18].[F:1][C:2]([C:3](=[O:4])[OH:5])([CH2:6][CH2:7][C:8](=[O:9])[OH:10])[F:11]>>[F:1][C:2]1([F:11])[C:3](=[O:4])[O:9][C:8](=[O:10])[CH2:7][CH2:6]1. Starting materials: C(C)(C)(C)C1=CN=C(O1)NC1=CC=CC=2CC=C(CC12)OCC (5-tert-butyl-N-(7-ethoxy-5,8-dihydronaphthalen-1-yl)-1,3-oxazol-2-amine), C(C)OC1=CCC=2C=CC=C(C2C1)NC=1OC(=CN1)C1=CC=C(C=C1)C(F)(F)F (N-(7-ethoxy-5,8-dihydronaphthalen-1-yl)-5-[4-(trifluoromethyl)phenyl]-1,3-oxazol-2-amine). The product is C(C)(C)(C)C1=CN=C(O1)NC=1C=CC=C2CCC(CC12)=O (8-[(5-tert-butyl-1,3-oxazol-2-yl)amino]-3,4-dihydronaphthalen-2(1H)-one). Reaction SMILES: [C:1]([C:5]1[O:9][C:8]([NH:10][C:11]2[C:20]3[CH2:19][C:18]([O:21]CC)=[CH:17][CH2:16][C:15]=3[CH:14]=[CH:13][CH:12]=2)=[N:7][CH:6]=1)([CH3:4])([CH3:3])[CH3:2].C(OC1CC2C(NC3OC(C4C=CC(C(F)(F)F)=CC=4)=CN=3)=CC=CC=2CC=1)C>>[C:1]([C:5]1[O:9][C:8]([NH:10][C:11]2[CH:12]=[CH:13][CH:14]=[C:15]3[C:20]=2[CH2:19][C:18](=[O:21])[CH2:17][CH2:16]3)=[N:7][CH:6]=1)([CH3:4])([CH3:2])[CH3:3]. Procedure details: The title compound was prepared using the procedure as described in Example 1I, substituting the product of Example 17B for the product of Example 1H. The reactants are C[O-].[Na+].CO (sodium methoxide methanol), NC(=O)OC[C@@H]1C[C@@H](CO1)SC(C)=O (Ethanethioic acid cis-(±)-S-[5-[[(aminocarbonyl)oxy]methyl]tetrahydro-3-furanyl]ester), Cl.C(C)(C)O (hydrochloric acid isopropyl alcohol). Run in O1CCCC1 (tetrahydrofuran). Reaction conditions: time 20 minute. Product: C(N)(=O)OC[C@@H]1OC[C@@H](C1)S (cis-(±)-Tetrahydro-4-mercapto-2-furanmethanol 2-carbamate). As a reaction SMILES: [NH2:1][C:2]([O:4][CH2:5][C@H:6]1[O:10][CH2:9][C@@H:8]([S:11]C(=O)C)[CH2:7]1)=[O:3].C[O-].[Na+].CO.Cl.C(O)(C)C>O1CCCC1>[C:2]([O:4][CH2:5][C@H:6]1[CH2:7][C@@H:8]([SH:11])[CH2:9][O:10]1)(=[O:3])[NH2:1] |f:1.2.3,4.5|. Procedure details: Under anhydrous conditions, 0.109 g of product from Example 10 dissolved in 1.75 ml of tetrahydrofuran, cooled in an ice bath, is treated, via syringe, with 120 microliter of sodium methoxide/methanol (25 wt % in methanol). The progress of the reaction is monitored by thin layer chromatography. After 20 minutes, 280 microliter of 1.86N hydrochloric acid/isopropyl alcohol is added and the reaction is stirred for 5 minutes. The reaction is concentrated in vacuo to give the desired product as a whi... The reactants are C(C)OC(=O)C=1SC(=C(C1C1=CC=C(C=C1)B1OC(C(O1)(C)C)(C)C)C#N)CC (4-cyano-5-ethyl-3-[4-(4,4,5,5-tetramethyl-[1,3,2]dioxaborolan-2-yl)-phenyl]-thiophene-2-carboxylic acid ethyl ester), IC1=C(C#N)C=CC=C1 (2-iodobenzonitrile), C(=O)([O-])[O-].[Na+].[Na+] (Na2CO3). The reagents and catalysts are [Pd].C1(=CC=CC=C1)P(C1=CC=CC=C1)C1=CC=CC=C1.C1(=CC=CC=C1)P(C1=CC=CC=C1)C1=CC=CC=C1.C1(=CC=CC=C1)P(C1=CC=CC=C1)C1=CC=CC=C1.C1(=CC=CC=C1)P(C1=CC=CC=C1)C1=CC=CC=C1 (tetrakis(triphenylphosphine)-palladium(0)). Run in CCOC(=O)C (EtOAc), O1CCOCC1 (dioxane). Run at temperature 80 celsius. The product is C(C)OC(=O)C=1SC(=C(C1C1=CC=C(C=C1)C1=C(C=CC=C1)C#N)C#N)CC (4-Cyano-3-(2′-cyano-biphenyl-4-yl)-5-ethyl-thiophene-2-carboxylic acid ethyl ester). Reaction SMILES: [CH2:1]([O:3][C:4]([C:6]1[S:7][C:8]([CH2:28][CH3:29])=[C:9]([C:26]#[N:27])[C:10]=1[C:11]1[CH:16]=[CH:15][C:14](B2OC(C)(C)C(C)(C)O2)=[CH:13][CH:12]=1)=[O:5])[CH3:2].I[C:31]1[CH:38]=[CH:37][CH:36]=[CH:35][C:32]=1[C:33]#[N:34].C([O-])([O-])=O.[Na+].[Na+]>O1CCOCC1.CCOC(C)=O.[Pd].C1(P(C2C=CC=CC=2)C2C=CC=CC=2)C=CC=CC=1.C1(P(C2C=CC=CC=2)C2C=CC=CC=2)C=CC=CC=1.C1(P(C2C=CC=CC=2)C2C=CC=CC=2)C=CC=CC=1.C1(P(C2C=CC=CC=2)C2C=CC=CC=2)C=CC=CC=1>[CH2:1]([O:3][C:4]([C:6]1[S:7][C:8]([CH2:28][CH3:29])=[C:9]([C:26]#[N:27])[C:10]=1[C:11]1[CH:12]=[CH:13][C:14]([C:31]2[CH:38]=[CH:37][CH:36]=[CH:35][C:32]=2[C:33]#[N:34])=[CH:15][CH:16]=1)=[O:5])[CH3:2] |f:2.3.4,7.8.9.10.11|. Procedure details: Prepare a solution of 4-cyano-5-ethyl-3-[4-(4,4,5,5-tetramethyl-[1,3,2]dioxaborolan-2-yl)-phenyl]-thiophene-2-carboxylic acid ethyl ester (0.26 mmol), 2-iodobenzonitrile (41 mg, 0.18 mmol), 2M aqueous Na2CO3 (0.6 mL, 1.2 mmol) and tetrakis(triphenylphosphine)-palladium(0) (20 mg, 0.02 mmol) in 3 mL of dioxane and heat to 80° C. under nitrogen. After 3 hours cool to room temperature, dilute with 50 mL of EtOAc and wash with water (2×10 mL) and brine (1×10 mL). Dry the organics over Na2SO4, filter...